This data is from the Open Reaction Database (ORD), a public repository of structured organic reaction records. The task is: describe an organic reaction: reactants, conditions, products, and yield The reactants are BrC=1C=C2CCCC2=CC1 (5-bromoindane), CC1(COB(OC1)B1OCC(CO1)(C)C)C (5,5,5′,5′-tetramethyl-2,2′-bi-1,3,2-dioxaborinane), C(C)(=O)[O-].[K+] (potassium acetate), Cl (HCl), BrC=1C=C2C(=NNC2=CC1Cl)C(=O)O (5-bromo-6-chloro-1H-indazole-3-carboxylic acid), C([O-])([O-])=O.[K+].[K+] (potassium carbonate). Reagents/catalysts: C1=CC=C(C=C1)P([C-]2C=CC=C2)C3=CC=CC=C3.C1=CC=C(C=C1)P([C-]2C=CC=C2)C3=CC=CC=C3.Cl[Pd]Cl.[Fe+2] ([1,1′-bis(diphenylphosphino)ferrocene]dichloropalladium(II)), C1=CC=C(C=C1)P([C-]2C=CC=C2)C3=CC=CC=C3.C1=CC=C(C=C1)P([C-]2C=CC=C2)C3=CC=CC=C3.Cl[Pd]Cl.[Fe+2] ([1,1′-bis(diphenylphosphino)ferrocene]dichloropalladium(II)). Solvent: O1CCOCC1 (1,4-dioxane), O (Water), CCO (EtOH). Run at temperature 130 celsius. The product is ClC1=C(C=C2C(=NNC2=C1)C(=O)O)C=1C=C2CCCC2=CC1 (6-Chloro-5-(2,3-dihydro-1H-inden-5-yl)-1H-indazole-3-carboxylic acid). Yield: 5.5%. As a reaction SMILES: Br[C:2]1[CH:3]=[C:4]2[C:8](=[CH:9][CH:10]=1)[CH2:7][CH2:6][CH2:5]2.CC1(C)COB(B2OCC(C)(C)CO2)OC1.C([O-])(=O)C.[K+].Br[C:33]1[CH:34]=[C:35]2[C:39](=[CH:40][C:41]=1[Cl:42])[NH:38][N:37]=[C:36]2[C:43]([OH:45])=[O:44].C(=O)([O-])[O-].[K+].[K+].Cl>O1CCOCC1.C1C=CC(P(C2C=CC=CC=2)[C-]2C=CC=C2)=CC=1.C1C=CC(P(C2C=CC=CC=2)[C-]2C=CC=C2)=CC=1.Cl[Pd]Cl.[Fe+2].O.CCO>[Cl:42][C:41]1[CH:40]=[C:39]2[C:35]([C:36]([C:43]([OH:45])=[O:44])=[N:37][NH:38]2)=[CH:34][C:33]=1[C:2]1[CH:3]=[C:4]2[C:8](=[CH:9][CH:10]=1)[CH2:7][CH2:6][CH2:5]2 |f:2.3,5.6.7,10.11.12.13|. Procedure details: A suspension of 5-bromoindane (100.0 mg, 0.51 mmol), 5,5,5′,5′-tetramethyl-2,2′-bi-1,3,2-dioxaborinane (191 mg, 0.56 mmol), [1,1′-bis(diphenylphosphino)ferrocene]dichloropalladium(II) (42.0 mg, 0.025 mmol) and potassium acetate (150 mg, 1.50 mmol) in 1,4-dioxane (1 mL) was sealed in a pressure tube and heated to 130° C. for 1 hour. To this mixture was added 5-bromo-6-chloro-1H-indazole-3-carboxylic acid (100 mg, 0.36 mmol), [1,1′-bis(diphenylphosphino)ferrocene]dichloropalladium(II) (14.7 mg, 0.... The reactants are ClC=1C=C(C=C(C1OCC)Cl)NC(=O)C1=NC=C(C(=O)OC)C=C1 (Methyl 6-(3,5-dichloro-4-ethoxyphenylcarbamoyl)nicotinate). Solvent: CO (methanol). Conditions: time 8 hour. Product: ClC=1C=C(C=C(C1OCC)Cl)NC(=O)C1=NC=C(C(=O)O)C=C1 (6-(3,5-Dichloro-4-ethoxyphenylcarbamoyl)nicotinic acid). Isolated yield 109.2%. Reaction SMILES: [Cl:1][C:2]1[CH:3]=[C:4]([NH:12][C:13]([C:15]2[CH:24]=[CH:23][C:18]([C:19]([O:21]C)=[O:20])=[CH:17][N:16]=2)=[O:14])[CH:5]=[C:6]([Cl:11])[C:7]=1[O:8][CH2:9][CH3:10]>CO>[Cl:11][C:6]1[CH:5]=[C:4]([NH:12][C:13]([C:15]2[CH:24]=[CH:23][C:18]([C:19]([OH:21])=[O:20])=[CH:17][N:16]=2)=[O:14])[CH:3]=[C:2]([Cl:1])[C:7]=1[O:8][CH2:9][CH3:10]. Procedure: 6-(3,5-Dichloro-4-ethoxyphenylcarbamoyl)nicotinic acid (AAA-020) (19 mg, 109%) was prepared from methyl 6-(3,5-dichloro-4-ethoxyphenylcarbamoyl)nicotinate (3) (18 mg, 49 μmol) using a procedure essentially the same as in Step (iii) for AAA-013, except methanol (0.5 mL) was also added and the reaction mixture was stirred at RT overnight: m/z 353 [M−H]− (ES−). 1H NMR (400 MHz, DMSO-d6) δ: 11.12 (1H, s), 9.18 (1H, dd), 8.55 (1H, dd), 8.29 (1H, dd), 8.13 (2H, s), 4.06 (2H, q), 1.37 (3H, t). Solvent: O1CCCC1 (tetrahydrofuran), C(C)O (ethanol). Starting materials: CC(C)(OC(=O)N[C@@H](CC1=CC=CC=C1)C(=O)OC)C (N-[(1,1-dimethyl-ethoxy)carbonyl]-L-phenylalanine, methyl ester), CCOCC.CCCCCC (ether hexane), [Cl-].[Li+] (lithium chloride), [BH4-].[Na+] (sodium borohydride). Reaction SMILES: [CH3:1][C:2]([CH3:20])([O:4][C:5]([NH:7][C@H:8]([C:16](OC)=[O:17])[CH2:9][C:10]1[CH:15]=[CH:14][CH:13]=[CH:12][CH:11]=1)=[O:6])[CH3:3].[Cl-].[Li+].[BH4-].[Na+].CCOCC.CCCCCC>O1CCCC1.C(O)C>[CH3:3][C:2]([CH3:20])([O:4][C:5]([NH:7][C@@H:8]([CH2:9][C:10]1[CH:11]=[CH:12][CH:13]=[CH:14][CH:15]=1)[CH2:16][OH:17])=[O:6])[CH3:1] |f:1.2,3.4,5.6|. Product: CC(C)(OC(=O)N[C@H](CO)CC1=CC=CC=C1)C ((S)-2-[[(1,1-Dimethylethoxy)carbonyl]amino]-2-phenylmethyl-1-ethanol). Run at time 24 hour. Reported procedure: To a solution containing N-[(1,1-dimethyl-ethoxy)carbonyl]-L-phenylalanine, methyl ester (10 g, 35.8 mmole) dissolved in a mixture of tetrahydrofuran (190 ml) and absolute ethanol (190 ml) is added lithium chloride (6.09 g, 143.2 mmole). The resulting homogeneous solution is treated with sodium borohydride (5.42 g, 143.2 mmole) and the reaction is stirred at room temperature under argon for 24 hours. The reaction mixture is next filtered using ether (~700 ml) to rinse the filter cake. The result... The reactants are CS(=O)(=O)O, CC(C)(C)c1cc[nH]n1, CN(C)C=O, [H-], [Na+], O, O=C1C(O)CCN1c1cccc(C(F)(F)F)c1. The product is CC(C)(C)c1ccn(C2CCN(c3cccc(C(F)(F)F)c3)C2=O)n1. Reaction SMILES: [CH3:12][S:13]([OH:14])(=[O:15])=[O:16].[CH3:1][C:2]([CH3:3])([CH3:4])[c:5]1[n:6][nH:7][cH:8][cH:9]1.[CH3:35][N:36]([CH3:37])[CH:38]=[O:39].[H-:10].[Na+:11].[OH2:34].[OH:17][CH:18]1[C:19](=[O:33])[N:20]([c:23]2[cH:24][c:25]([C:29]([F:30])([F:31])[F:32])[cH:26][cH:27][cH:28]2)[CH2:21][CH2:22]1>>[CH3:1][C:2]([CH3:3])([CH3:4])[c:5]1[n:6][n:7]([CH:18]2[C:19](=[O:33])[N:20]([c:23]3[cH:24][c:25]([C:29]([F:30])([F:31])[F:32])[cH:26][cH:27][cH:28]3)[CH2:21][CH2:22]2)[cH:8][cH:9]1. Solvent: C1(=CC=CC=C1)C (toluene). The product is ClC1=CC=C(C=NS(=O)(=O)C2=CC=C(C=C2)C(=O)O)C=C1 (N-(4-Chlorobenzylidene)-4-carboxybenzenesulfonamide). Reported procedure: In a similar manner to Example 2, 4.00 g (29 mmol) of 4-chlorobenzaldehyde, 5.72 g (29 mmol) of 4-carboxybenzenesulfonamide and 20 mg of TsOH in 150 mL of toluene were heated for 24 hours to provide 6.60 g (71%) of SULF-3 as a light tan powder: IR (Nujol) 3400-2500 (br), 1685, 1595, 1285, 1215, 1005 cm-1 ; 1H NMR (DMSO-d6, TMS ext std) δ 9.15 (s, 1), 8.2-7.3 (m, 8). Starting materials: ClC1=CC=C(C=O)C=C1 (4-chlorobenzaldehyde), C(=O)(O)C1=CC=C(C=C1)S(=O)(=O)N (4-carboxybenzenesulfonamide), CC=1C=CC(=CC1)S(=O)(=O)O (TsOH). Reaction SMILES: [Cl:1][C:2]1[CH:9]=[CH:8][C:5]([CH:6]=O)=[CH:4][CH:3]=1.[C:10]([C:13]1[CH:18]=[CH:17][C:16]([S:19]([NH2:22])(=[O:21])=[O:20])=[CH:15][CH:14]=1)([OH:12])=[O:11].CC1C=CC(S(O)(=O)=O)=CC=1>C1(C)C=CC=CC=1>[Cl:1][C:2]1[CH:9]=[CH:8][C:5]([CH:6]=[N:22][S:19]([C:16]2[CH:17]=[CH:18][C:13]([C:10]([OH:12])=[O:11])=[CH:14][CH:15]=2)(=[O:21])=[O:20])=[CH:4][CH:3]=1. The reactants are CN(C)C=O, CCO, Fc1ccc2c(-c3ccc(OCC4CO4)cc3)noc2c1, c1cnc(N2CCNCC2)nc1. Product: OC(COc1ccc(-c2noc3cc(F)ccc23)cc1)CN1CCN(c2ncccn2)CC1. As a reaction SMILES: [CH3:34][N:35]([CH3:36])[CH:37]=[O:38].[CH3:39][CH2:40][OH:41].[F:1][c:2]1[cH:3][c:4]2[c:5]([c:6](-[c:9]3[cH:10][cH:11][c:12]([O:15][CH2:16][CH:17]4[O:18][CH2:19]4)[cH:13][cH:14]3)[n:7][o:8]2)[cH:20][cH:21]1.[N:22]1([c:28]2[n:29][cH:30][cH:31][cH:32][n:33]2)[CH2:23][CH2:24][NH:25][CH2:26][CH2:27]1>>[F:1][c:2]1[cH:3][c:4]2[c:5]([c:6](-[c:9]3[cH:10][cH:11][c:12]([O:15][CH2:16][CH:17]([OH:18])[CH2:19][N:25]4[CH2:24][CH2:23][N:22]([c:28]5[n:29][cH:30][cH:31][cH:32][n:33]5)[CH2:27][CH2:26]4)[cH:13][cH:14]3)[n:7][o:8]2)[cH:20][cH:21]1.